Dataset: the Open Reaction Database (ORD), a public repository of structured organic reaction records. Task: describe an organic reaction: reactants, conditions, products, and yield Starting materials: CC(=O)n1ccnc1, COCCOc1cc(F)cc(CC#N)c1OCCOC, [H-], [Na+], C1CCOC1. The product is COCCOc1cc(F)cc(C(C#N)C(C)=O)c1OCCOC. RXN SMILES: [C:23]([CH3:24])(=[O:25])[n:26]1[cH:27][cH:28][n:29][cH:30]1.[F:1][c:2]1[cH:3][c:4]([O:16][CH2:17][CH2:18][O:19][CH3:20])[c:5]([O:11][CH2:12][CH2:13][O:14][CH3:15])[c:6]([CH2:8][C:9]#[N:10])[cH:7]1.[H-:21].[Na+:22].[O:31]1[CH2:32][CH2:33][CH2:34][CH2:35]1>>[F:1][c:2]1[cH:3][c:4]([O:16][CH2:17][CH2:18][O:19][CH3:20])[c:5]([O:11][CH2:12][CH2:13][O:14][CH3:15])[c:6]([CH:8]([C:9]#[N:10])[C:23]([CH3:24])=[O:25])[cH:7]1.